From a dataset of the Open Reaction Database (ORD), a public repository of structured organic reaction records. describe an organic reaction: reactants, conditions, products, and yield The reactants are B(OC(=O)C1=CN(C2=C(C(=C(C=C2C1=O)F)F)OC)CC(F)(F)F)(F)F ([6,7-difluoro-8-methoxy-4-oxo-1-(2,2,2-trifluoroethyl)-1,4-dihydroquinolin-3-yl]carbonyl difluoroborate), N1CCC(CC1)C(=O)OCC (ethyl piperidine-4-carboxylate). Yields the product C(C)OC(=O)C1CCN(CC1)C1=C(C=C2C(C(=CN(C2=C1OC)CC(F)(F)F)C(=O)O)=O)F (7-(4-Ethoxycarbonylpiperidin-1-yl)-6-fluoro-8-methoxy-4-oxo-1-(2,2,2-trifluoroethyl)-1,4-dihydroquinoline-3-carboxylic acid). As a reaction SMILES: B(F)(F)[O:2][C:3]([C:5]1[C:14](=[O:15])[C:13]2[C:8](=[C:9]([O:18][CH3:19])[C:10](F)=[C:11]([F:16])[CH:12]=2)[N:7]([CH2:20][C:21]([F:24])([F:23])[F:22])[CH:6]=1)=[O:4].[NH:27]1[CH2:32][CH2:31][CH:30]([C:33]([O:35][CH2:36][CH3:37])=[O:34])[CH2:29][CH2:28]1>>[CH2:36]([O:35][C:33]([CH:30]1[CH2:31][CH2:32][N:27]([C:10]2[C:9]([O:18][CH3:19])=[C:8]3[C:13]([C:14](=[O:15])[C:5]([C:3]([OH:2])=[O:4])=[CH:6][N:7]3[CH2:20][C:21]([F:23])([F:22])[F:24])=[CH:12][C:11]=2[F:16])[CH2:28][CH2:29]1)=[O:34])[CH3:37]. Procedure: According to the same method as for Example 46A, from 800 mg (2.08 mmol) of [6,7-difluoro-8-methoxy-4-oxo-1-(2,2,2-trifluoroethyl)-1,4-dihydroquinolin-3-yl]carbonyl difluoroborate (Example 38A) and 653 mg (4.15 mmol) of ethyl piperidine-4-carboxylate, 625 mg (63% of theory) of the title compound are obtained. The reactants are O=C=NCc1ccccc1, C1CCOC1, Nc1ccc2[nH]nc(I)c2c1. Product: O=C(NCc1ccccc1)Nc1ccc2[nH]nc(I)c2c1. As a reaction SMILES: [CH2:1]([c:2]1[cH:3][cH:4][cH:5][cH:6][cH:7]1)[N:8]=[C:9]=[O:10].[CH2:22]1[O:23][CH2:24][CH2:25][CH2:26]1.[I:11][c:12]1[n:13][nH:14][c:15]2[cH:16][cH:17][c:18]([NH2:21])[cH:19][c:20]12>>[CH2:1]([c:2]1[cH:3][cH:4][cH:5][cH:6][cH:7]1)[NH:8][C:9](=[O:10])[NH:21][c:18]1[cH:17][cH:16][c:15]2[nH:14][n:13][c:12]([I:11])[c:20]2[cH:19]1. Starting materials: C(C)(C)(C)OC(=O)N1[C@@H](CC(C1)=NOC)C(=O)O ((2S,4EZ)-1-(tert-butoxycarbonyl)-4-(methoxyimino)-2-pyrrolidinecarboxylic acid), COCC(=O)Cl (methoxyacetyl chloride), C(C)N1C2=CC=CC=C2C=2C=C(C=CC12)N (9-ethyl-9H-carbazol-3-amine). Yields the product C(C)N1C2=CC=CC=C2C=2C=C(C=CC12)NC(=O)[C@H]1N(CC(C1)=NOC)C(COC)=O ((2S,4EZ)-N-(9-ethyl-9H-carbazol-3-yl)-1-(methoxyacetyl)-4-(methoxy-imino)-2-pyrrolidinecarboxamide). Reaction SMILES: C(O[C:6]([N:8]1[CH2:12][C:11](=[N:13][O:14][CH3:15])[CH2:10][C@H:9]1[C:16]([OH:18])=O)=[O:7])(C)(C)C.[CH3:19][O:20][CH2:21]C(Cl)=O.[CH2:25]([N:27]1[C:39]2[CH:38]=[CH:37][C:36]([NH2:40])=[CH:35][C:34]=2[C:33]2[C:28]1=[CH:29][CH:30]=[CH:31][CH:32]=2)[CH3:26]>>[CH2:25]([N:27]1[C:39]2[CH:38]=[CH:37][C:36]([NH:40][C:16]([C@@H:9]3[CH2:10][C:11](=[N:13][O:14][CH3:15])[CH2:12][N:8]3[C:6](=[O:7])[CH2:21][O:20][CH3:19])=[O:18])=[CH:35][C:34]=2[C:33]2[C:28]1=[CH:29][CH:30]=[CH:31][CH:32]=2)[CH3:26]. Procedure: Following the general method as outlined in Example 22, starting from (2S,4EZ)-1-(tert-butoxycarbonyl)-4-(methoxyimino)-2-pyrrolidinecarboxylic acid, methoxyacetyl chloride, and 9-ethyl-9H-carbazol-3-amine the title compound was obtained in 73% purity by LC/MS. MS(ESI+): m/z=423.4. Reactants: FC=1C(=CNC1C=1C(=NC=CC1)F)CN(C(OC(C)(C)C)=O)C (tert-butyl {[4-fluoro-5-(2-fluoropyridin-3-yl)-1H-pyrrol-3-yl]methyl}methylcarbamate), [H-].[Na+] (sodium hydride), N1(CCCCC1)S(=O)(=O)Cl (Piperidine-1-sulfonyl chloride), C1COCCOCCOCCOCCO1 (15-Crown-5). Solvent: O1CCCC1 (tetrahydrofuran), O (water). Conditions: time 15 minute. Product: FC=1C(=CN(C1C=1C(=NC=CC1)F)S(=O)(=O)N1CCCCC1)CN(C(OC(C)(C)C)=O)C (tert-butyl {[4-fluoro-5-(2-fluoropyridin-3-yl)-1-(piperidin-1-ylsulfonyl)-1H-pyrrol-3-yl]methyl}methylcarbamate). The yield is 44.5%. RXN SMILES: [F:1][C:2]1[C:3]([CH2:14][N:15]([CH3:23])[C:16](=[O:22])[O:17][C:18]([CH3:21])([CH3:20])[CH3:19])=[CH:4][NH:5][C:6]=1[C:7]1[C:8]([F:13])=[N:9][CH:10]=[CH:11][CH:12]=1.[H-].[Na+].C1OCCOCCOCCOCCOC1.[N:41]1([S:47](Cl)(=[O:49])=[O:48])[CH2:46][CH2:45][CH2:44][CH2:43][CH2:42]1>O1CCCC1.O>[F:1][C:2]1[C:3]([CH2:14][N:15]([CH3:23])[C:16](=[O:22])[O:17][C:18]([CH3:19])([CH3:20])[CH3:21])=[CH:4][N:5]([S:47]([N:41]2[CH2:46][CH2:45][CH2:44][CH2:43][CH2:42]2)(=[O:49])=[O:48])[C:6]=1[C:7]1[C:8]([F:13])=[N:9][CH:10]=[CH:11][CH:12]=1 |f:1.2|. Procedure details: To a solution of tert-butyl {[4-fluoro-5-(2-fluoropyridin-3-yl)-1H-pyrrol-3-yl]methyl}methylcarbamate (324 mg) in tetrahydrofuran (20 mL) was added sodium hydride (60% in oil, 121 mg) at room temperature and the mixture was stirred for 15 min. 15-Crown-5 (664 mg) was added dropwise, and the mixture was stirred for 5 min. Piperidine-1-sulfonyl chloride (240 mg) was added, and the mixture was further stirred for 3 hr. The reaction mixture was diluted with water, and extracted with ethyl acetate. T... Starting materials: C1(SC=CC2=CC=CC=C12)[Li] (2-thianaphthyllithium), [Mg+2].[Br-].[Br-] (MgBr2). Solvent: O(CC)CC (OEt2). The product is C1(SC=CC2=CC=CC=C12)[Mg]Br (2-Thianaphthylmagnesium bromide), desired product. As a reaction SMILES: [CH:1]1([Li])[C:10]2[C:5](=[CH:6][CH:7]=[CH:8][CH:9]=2)[CH:4]=[CH:3][S:2]1.[Mg+2:12].[Br-:13].[Br-]>O(CC)CC>[CH:1]1([Mg:12][Br:13])[C:10]2[C:5](=[CH:6][CH:7]=[CH:8][CH:9]=2)[CH:4]=[CH:3][S:2]1 |f:1.2.3|. Procedure details: 2-Thianaphthylmagnesium bromide is prepared from 2-thianaphthyllithium and MgBr2.OEt2. Using a procedure similar to that of Example 2, 3.85 g crude silylate product is isolated. Usual flash chromatography work-up results in an unidentified, insoluble purple solid. The desired product is isolated by adding 1M ethanolic HCl (95% of theoretical) to an ethereal solution of the free base. The product is a pale yellow solid (1.7 g, 72%); mp 235° C. (dec) (EtOH). Reactants: C1(CCCCCCCCCCC1)=O (cyclododecanone), Cl.Cl.O1CCN(CC1)CCCON (morpholinopropoxyamine dihydrochloride), C(\C=C\C(=O)[O-])(=O)O (Hydrogen fumarate). The product is O1CCN(CC1)CCCON=C1CCCCCCCCCCC1 (1-(Morpholino-propoxyimino)cyclododecane). RXN SMILES: [C:1]1(=O)[CH2:12][CH2:11][CH2:10][CH2:9][CH2:8][CH2:7][CH2:6][CH2:5][CH2:4][CH2:3][CH2:2]1.Cl.Cl.[O:16]1[CH2:21][CH2:20][N:19]([CH2:22][CH2:23][CH2:24][O:25][NH2:26])[CH2:18][CH2:17]1.C(O)(=O)/C=C/C([O-])=O>>[O:16]1[CH2:17][CH2:18][N:19]([CH2:22][CH2:23][CH2:24][O:25][N:26]=[C:1]2[CH2:12][CH2:11][CH2:10][CH2:9][CH2:8][CH2:7][CH2:6][CH2:5][CH2:4][CH2:3][CH2:2]2)[CH2:20][CH2:21]1 |f:1.2.3|. Procedure: Starting from 18.23 g. (0.1 moles) of cyclododecanone and 25.64 g. (0.11 moles) of morpholinopropoxyamine dihydrochloride the title compound is prepared as in Example 13. Yield: 28.4 g. (87%). Hydrogen fumarate, m.p.: 118°-120° C.